Dataset: the Open Reaction Database (ORD), a public repository of structured organic reaction records. Task: describe an organic reaction: reactants, conditions, products, and yield Reactants: C1(=CC=CC=C1)[C@H]1NC(OC1)=O (4(R)-phenyl-2-oxazolidinone), [Li]CCCC (n-BuLi), FC1=C(C=CC=C1)CC(=O)Cl (2-fluorobenzeneacetyl chloride). Run in C1CCOC1 (THF). Run at time 20 minute. The product is FC1=C(C=CC=C1)CC(=O)N1C(OC[C@H]1C1=CC=CC=C1)=O (3-[(2-fluorophenyl)-acetyl]-4(R)-phenyl-2-oxazolidinone). RXN SMILES: [C:1]1([C@@H:7]2[CH2:11][O:10][C:9](=[O:12])[NH:8]2)[CH:6]=[CH:5][CH:4]=[CH:3][CH:2]=1.[Li]CCCC.[F:18][C:19]1[CH:24]=[CH:23][CH:22]=[CH:21][C:20]=1[CH2:25][C:26](Cl)=[O:27]>C1COCC1>[F:18][C:19]1[CH:24]=[CH:23][CH:22]=[CH:21][C:20]=1[CH2:25][C:26]([N:8]1[C@H:7]([C:1]2[CH:2]=[CH:3][CH:4]=[CH:5][CH:6]=2)[CH2:11][O:10][C:9]1=[O:12])=[O:27]. Reported procedure: To a −78° C. solution of 4(R)-phenyl-2-oxazolidinone (340 g, 2.08 mol) in THF (8000 mL), is added n-BuLi (2.5 M, 920 mL, 1.1 eq). The reaction mixture is stirred for 20 minutes and 2-fluorobenzeneacetyl chloride (358 g, 2.08 mol) is added. After 2 hours the reaction mixture is quenched with saturated NH4Cl solution (1×1000 mL). The organic layer is separated, washed with H2O (1×1000 mL), saturated NaCl solution (2×1000 mL) and then concentrated in vacuo. This procedure yields 3-[(2-fluorophenyl)...